Dataset: the Open Reaction Database (ORD), a public repository of structured organic reaction records. Task: describe an organic reaction: reactants, conditions, products, and yield Starting materials: C(C)(C)(C)OC(NC1=C(C=CC=C1)C(NCCC)=O)=O ((2-Propylcarbamoyl-phenyl)-carbamic acid tert-butyl ester), C(Cl)Cl (Methylene chloride), FC(C(=O)O)(F)F (Trifluoroacetic Acid). Conditions: time 8 hour. Yields the product NC1=C(C(=O)NCCC)C=CC=C1 (2-Amino-N-propyl-benzamide). RXN SMILES: C(OC(=O)[NH:7][C:8]1[CH:13]=[CH:12][CH:11]=[CH:10][C:9]=1[C:14](=[O:19])[NH:15][CH2:16][CH2:17][CH3:18])(C)(C)C.C(Cl)Cl.FC(F)(F)C(O)=O>>[NH2:7][C:8]1[CH:13]=[CH:12][CH:11]=[CH:10][C:9]=1[C:14]([NH:15][CH2:16][CH2:17][CH3:18])=[O:19]. Procedure: (2-Propylcarbamoyl-phenyl)-carbamic acid tert-butyl ester (0.570 g, 0.00205 mol) was dissolved in Methylene chloride (5.0 mL, 0.078 mol) and Trifluoroacetic Acid (3.0 mL, 0.039 mol) was added to the mixture. The reaction was allowed to stir overnight at room temperature. The reaction mixture was reduced under nitrogen and the crude product (360 mg, 99%) was used in subsequent chemistry without further purification. The excess TFA will be neutralized in the next synthetic step. LC/MS (ESI): 179.2... Reaction SMILES: C(OC([N:8]1[C:16]2[C:11](=[CH:12][C:13]([CH:17]3[C:22]([C:23]#[N:24])=[C:21]([CH3:25])[NH:20][C:19]([CH3:26])=[C:18]3[C:27]#[N:28])=[CH:14][CH:15]=2)[C:10]([NH:29][CH2:30][CH2:31][O:32][Si](C(C)(C)C)(C)C)=[N:9]1)=O)(C)(C)C.Cl>>[OH:32][CH2:31][CH2:30][NH:29][C:10]1[C:11]2[C:16](=[CH:15][CH:14]=[C:13]([CH:17]3[C:22]([C:23]#[N:24])=[C:21]([CH3:25])[NH:20][C:19]([CH3:26])=[C:18]3[C:27]#[N:28])[CH:12]=2)[NH:8][N:9]=1. Reaction conditions: time 8 hour. The reactants are C(C)(C)(C)OC(=O)N1N=C(C2=CC(=CC=C12)C1C(=C(NC(=C1C#N)C)C)C#N)NCCO[Si](C)(C)C(C)(C)C (3-[2-(tert-butyl-dimethyl-silanyloxy)-ethylamino]-5-(3,5-dicyano-2,6-dimethyl-1,4-dihydro-pyridin-4-yl)-indazole-1-carboxylic acid tert-butyl ester), Cl (HCl). Yield: 65.6%. Reported procedure: A mixture of crude 3-[2-(tert-butyl-dimethyl-silanyloxy)-ethylamino]-5-(3,5-dicyano-2,6-dimethyl-1,4-dihydro-pyridin-4-yl)-indazole-1-carboxylic acid tert-butyl ester (165 mg) and HCl (4M solution in THF, 2 mL) was stirred overnight at room temperature. The mixture was partitioned between dilute aqueous sodium hydrogen carbonate solution (0.5%, 40 mL) and EtOAc (40 mL). The organic extract was dried (Na2SO4), concentrated and the residue purified by chromatography on silica gel to give 1,4-dihyd... Yields the product OCCNC1=NNC2=CC=C(C=C12)C1C(=C(NC(=C1C#N)C)C)C#N (1,4-dihydro-4-[3-[(2-hydroxyethyl)amino]-1H-indazol-5-yl]-2,6-dimethyl-3,5-pyridinedicarbonitrile). The reactants are [Si](C1=CC=CC=C1)(C1=CC=CC=C1)(C(C)(C)C)OCC1=C(C(=CC=C1C)\C(=C/COC(C1=CC=CC=C1)(C1=CC=CC=C1)C1=CC=CC=C1)\C)C (1-tert-butyldiphenylsilyloxymethyl-2,6-dimethyl-3-((Z)-1-methyl-3-trityloxy-1-propenyl)benzene). Solvent: C(C)(=O)O (acetic acid). The product is [Si](C1=CC=CC=C1)(C1=CC=CC=C1)(C(C)(C)C)OCC1=C(C(=CC=C1C)\C(=C/CO)\C)C (1-tert-butyldiphenylsilyloxymethyl-2,6-dimethyl-3-((Z)-3-hydroxy-1-methyl-1-propenyl)benzene). Isolated yield 28.4%. Reaction SMILES: [Si:1]([O:18][CH2:19][C:20]1[C:25]([CH3:26])=[CH:24][CH:23]=[C:22](/[C:27](/[CH3:50])=[CH:28]\[CH2:29][O:30]C(C2C=CC=CC=2)(C2C=CC=CC=2)C2C=CC=CC=2)[C:21]=1[CH3:51])([C:14]([CH3:17])([CH3:16])[CH3:15])([C:8]1[CH:13]=[CH:12][CH:11]=[CH:10][CH:9]=1)[C:2]1[CH:7]=[CH:6][CH:5]=[CH:4][CH:3]=1>C(O)(=O)C>[Si:1]([O:18][CH2:19][C:20]1[C:25]([CH3:26])=[CH:24][CH:23]=[C:22](/[C:27](/[CH3:50])=[CH:28]\[CH2:29][OH:30])[C:21]=1[CH3:51])([C:14]([CH3:16])([CH3:17])[CH3:15])([C:8]1[CH:9]=[CH:10][CH:11]=[CH:12][CH:13]=1)[C:2]1[CH:3]=[CH:4][CH:5]=[CH:6][CH:7]=1. Procedure: A solution of 1-tert-butyldiphenylsilyloxymethyl-2,6-dimethyl-3-((Z)-1-methyl-3-trityloxy-1-propenyl)benzene (500 mg) in acetic acid (5 ml) was heated at 60° C. for 10 hours. The cooled reaction mixture was concentrated in vacuo and ethyl acetate was added thereto. The mixture was washed with aqueous sodium bicarbonate solution, water and brine, dried over magnesium sulfate and evaporated in vacuo. The residue was purified by flash silica gel chromatography eluted with n-hexane-ethyl acetate to ... Procedure details: Following the procedure of Example 97, the reaction of imidazole with 2-chloro-6-nitro-4-(3,4-ethylendioxybenzylamino)-thieno-[2,3-d]-pyrimidine gives 2-(imidazol-1-yl)-6-nitro-4-(3,4-ethylendioxybenzylamino)-thieno-[2,3-d]-pyrimidine. RXN SMILES: [NH:1]1[CH:5]=[CH:4][N:3]=[CH:2]1.Cl[C:7]1[N:8]=[C:9]([NH:19][CH2:20][C:21]2[CH:26]=[CH:25][C:24]3[O:27][CH2:28][CH2:29][O:30][C:23]=3[CH:22]=2)[C:10]2[CH:15]=[C:14]([N+:16]([O-:18])=[O:17])[S:13][C:11]=2[N:12]=1>>[N:1]1([C:7]2[N:8]=[C:9]([NH:19][CH2:20][C:21]3[CH:26]=[CH:25][C:24]4[O:27][CH2:28][CH2:29][O:30][C:23]=4[CH:22]=3)[C:10]3[CH:15]=[C:14]([N+:16]([O-:18])=[O:17])[S:13][C:11]=3[N:12]=2)[CH:5]=[CH:4][N:3]=[CH:2]1. The reactants are N1C=NC=C1 (imidazole), ClC=1N=C(C2=C(N1)SC(=C2)[N+](=O)[O-])NCC2=CC1=C(C=C2)OCCO1 (2-chloro-6-nitro-4-(3,4-ethylendioxybenzylamino)-thieno-[2,3-d]-pyrimidine). The product is N1(C=NC=C1)C=1N=C(C2=C(N1)SC(=C2)[N+](=O)[O-])NCC2=CC1=C(C=C2)OCCO1 (2-(imidazol-1-yl)-6-nitro-4-(3,4-ethylendioxybenzylamino)-thieno-[2,3-d]-pyrimidine). Starting materials: CCC(CC)(c1ccc(CO)c(C)c1)c1ccc(OCC(O[Si](C)(C)C(C)(C)C)C(C)(C)C)c(C)c1, C[N+]1([O-])CCOCC1, CCC[N+](CCC)(CCC)CCC, ClCCl, O=[Ru](=O)(=O)[O-], Oc1ccccc1. Yields the product CCC(CC)(c1ccc(C=O)c(C)c1)c1ccc(OCC(O[Si](C)(C)C(C)(C)C)C(C)(C)C)c(C)c1. As a reaction SMILES: [C:1]([CH3:2])([CH3:3])([CH3:4])[Si:5]([O:6][CH:7]([CH2:8][O:9][c:10]1[c:11]([CH3:30])[cH:12][c:13]([C:16]([CH2:17][CH3:18])([CH2:19][CH3:20])[c:21]2[cH:22][c:23]([CH3:29])[c:24]([CH2:27][OH:28])[cH:25][cH:26]2)[cH:14][cH:15]1)[C:31]([CH3:32])([CH3:33])[CH3:34])([CH3:35])[CH3:36].[CH3:44][N+:45]1([O-:46])[CH2:47][CH2:48][O:49][CH2:50][CH2:51]1.[CH3:55][CH2:56][CH2:57][N+:58]([CH2:59][CH2:60][CH3:61])([CH2:62][CH2:63][CH3:64])[CH2:65][CH2:66][CH3:67].[Cl:52][CH2:53][Cl:54].[O:68]=[Ru:69](=[O:70])([O-:71])=[O:72].[OH:37][c:38]1[cH:39][cH:40][cH:41][cH:42][cH:43]1>>[C:1]([CH3:2])([CH3:3])([CH3:4])[Si:5]([O:6][CH:7]([CH2:8][O:9][c:10]1[c:11]([CH3:30])[cH:12][c:13]([C:16]([CH2:17][CH3:18])([CH2:19][CH3:20])[c:21]2[cH:22][c:23]([CH3:29])[c:24]([CH:27]=[O:28])[cH:25][cH:26]2)[cH:14][cH:15]1)[C:31]([CH3:32])([CH3:33])[CH3:34])([CH3:35])[CH3:36]. Reactants: C(C1=CC=CC=C1)N(C=1C(=C(C=CC1)NS(=O)(=O)C)C)CC1=CC=C(C=C1)OC1=CC(=CC=C1)OCC1CNCC1 (N-[3-(benzyl{4-[3-(pyrrolidin-3-ylmethoxy)phenoxy]benzyl}amino)-2-methylphenyl]methanesulfonamide), C=O (formaldehyde), C(#N)[BH3-].[Na+] (sodium cyanoborohydride). Solvent: CC#N.CO (CH3CN MeOH). Product: C(C1=CC=CC=C1)N(C=1C(=C(C=CC1)NS(=O)(=O)C)C)CC1=CC=C(C=C1)OC1=CC(=CC=C1)OCC1CN(CC1)C (N-{3-[benzyl(4-{3-[(1-methylpyrrolidin-3-yl)methoxy]phenoxy}benzyl)amino]-2-methylphenyl}methanesulfonamide). As a reaction SMILES: [CH2:1]([N:8]([CH2:21][C:22]1[CH:27]=[CH:26][C:25]([O:28][C:29]2[CH:34]=[CH:33][CH:32]=[C:31]([O:35][CH2:36][CH:37]3[CH2:41][CH2:40][NH:39][CH2:38]3)[CH:30]=2)=[CH:24][CH:23]=1)[C:9]1[C:10]([CH3:20])=[C:11]([NH:15][S:16]([CH3:19])(=[O:18])=[O:17])[CH:12]=[CH:13][CH:14]=1)[C:2]1[CH:7]=[CH:6][CH:5]=[CH:4][CH:3]=1.C=O.[C:44]([BH3-])#N.[Na+]>CC#N.CO>[CH2:1]([N:8]([CH2:21][C:22]1[CH:27]=[CH:26][C:25]([O:28][C:29]2[CH:34]=[CH:33][CH:32]=[C:31]([O:35][CH2:36][CH:37]3[CH2:41][CH2:40][N:39]([CH3:44])[CH2:38]3)[CH:30]=2)=[CH:24][CH:23]=1)[C:9]1[C:10]([CH3:20])=[C:11]([NH:15][S:16]([CH3:19])(=[O:18])=[O:17])[CH:12]=[CH:13][CH:14]=1)[C:2]1[CH:7]=[CH:6][CH:5]=[CH:4][CH:3]=1 |f:2.3,4.5|. Reported procedure: The product from Example 93D (0.030 g, 0.0525 mmoles) in 1:1 CH3CN/MeOH (2 mL) was treated with 37% aqueous formaldehyde (0.020 mL, 0.263 mmoles) and sodium cyanoborohydride (0.008 g, 0.131 mmoles). Reaction mixed overnight at room temperature. Reaction quenched with two drops acetic acid and concentrated under reduced pressure. The residue was purified by preparative HPLC (CH3CN:0.1% TRIFLUOROACETIC ACID in H2O) on a YMC ODS Guardpak column to provide the title compound. 1H NMR (500 MHz, DMSO) ... The reactants are methyl ester, COC(C1=CC(=C(C(=C1)S(NC)(=O)=O)OC1=CC=CC=C1)N1CCCC1)=O (4-Phenoxy-3-(1-pyrrolidinyl)-5-methylsulphamoylbenzoic acid methyl ester). The solvent is [OH-].[Na+] (NaOH). Product: O(C1=CC=CC=C1)C1=C(C=C(C(=O)O)C=C1S(NC)(=O)=O)N1CCCC1 (4-phenoxy-3-(1-pyrrolidinyl)-5-methylsulphamoylbenzoic acid). As a reaction SMILES: C[O:2][C:3](=[O:27])[C:4]1[CH:9]=[C:8]([S:10](=[O:14])(=[O:13])[NH:11][CH3:12])[C:7]([O:15][C:16]2[CH:21]=[CH:20][CH:19]=[CH:18][CH:17]=2)=[C:6]([N:22]2[CH2:26][CH2:25][CH2:24][CH2:23]2)[CH:5]=1>[OH-].[Na+]>[O:15]([C:7]1[C:8]([S:10](=[O:14])(=[O:13])[NH:11][CH3:12])=[CH:9][C:4]([C:3]([OH:27])=[O:2])=[CH:5][C:6]=1[N:22]1[CH2:26][CH2:25][CH2:24][CH2:23]1)[C:16]1[CH:17]=[CH:18][CH:19]=[CH:20][CH:21]=1 |f:1.2|. Procedure: 54 g of the methyl ester obtained according to (b) are suspended in 50 ml of 1 N NaOH and heated, while stirring, on the steam bath. When a clear solution has formed, the whole is allowed to cool and the free acid is precipitated with the aid of 1 N-HCl. The 4-phenoxy-3-(1-pyrrolidinyl)-5-methylsulphamoylbenzoic acid melting at 245°-248° C. with decommposition is obtained by recrystallisation from methanol/water. Reactants: C(C1=CC=CC=C1)(=O)C1=CC=C(C=C1)C(C1=CC=CC=C1)=O (1,4-dibenzoylbenzene), O.NN (hydrazine monohydrate). Solvent: C(COCCO)O (diethyleneglycol). Run at temperature 100 celsius. The product is C(C1=CC=CC=C1)C1=CC=C(C=C1)CC1=CC=CC=C1 (1,4-dibenzylbenzene). The yield is 97.4%. As a reaction SMILES: [C:1]([C:9]1[CH:14]=[CH:13][C:12]([C:15](=O)[C:16]2[CH:21]=[CH:20][CH:19]=[CH:18][CH:17]=2)=[CH:11][CH:10]=1)(=O)[C:2]1[CH:7]=[CH:6][CH:5]=[CH:4][CH:3]=1.O.NN>C(O)COCCO>[CH2:15]([C:12]1[CH:13]=[CH:14][C:9]([CH2:1][C:2]2[CH:7]=[CH:6][CH:5]=[CH:4][CH:3]=2)=[CH:10][CH:11]=1)[C:16]1[CH:17]=[CH:18][CH:19]=[CH:20][CH:21]=1 |f:1.2|. Procedure: In a 4 neck, 1 liter flask fitted with thermocouple, mechanical stirrer, Barrett trap with condenser, nitrogen line, and stopper, was added 1,4-dibenzoylbenzene (90.5 g), hydrazine monohydrate (172.4 g) and diethyleneglycol (400 ml). The reaction mixture was heated at 100° C. for 1.5 hours. The mixture was then heated to 150° C. while collecting water and excess hydrazine hydrate in the Barrett trap. Potassium hydroxide (54.1 g) was slowly added over 0.5 hour while the temperature was slowly inc... Reactants: ClC=1C(=NC(=CC1)Cl)C(=O)O (3,6-Dichloropyridine-2-carboxylic acid), CN(C)C(C)S (N,N-dimethylaminoethanethiol), CN(C)C=O (DMF), [OH-].[Na+] (sodium hydroxide), C1CCOC1 (THF), CN(C)C(C)S (dimethylaminoethanethiol), CN(C)C=O (DMF). Run in O (water). Yields the product [Cl-].C(=O)(O)C1=C(C=CC(=N1)SCC[NH+](C)C)Cl (2-[(6-carboxy-5-chloropyridin-2-yl)thio]-N,N-dimethylethanaminium chloride). Yield: 51.0%. RXN SMILES: [Cl:1][C:2]1[C:3]([C:9]([OH:11])=[O:10])=[N:4][C:5](Cl)=[CH:6][CH:7]=1.[OH-].[Na+].C1COCC1.CN([CH:22]([SH:24])C)C.[CH3:25][N:26]([CH:28]=O)[CH3:27]>O>[Cl-:1].[C:9]([C:3]1[N:4]=[C:5]([S:24][CH2:22][CH2:28][NH+:26]([CH3:27])[CH3:25])[CH:6]=[CH:7][C:2]=1[Cl:1])([OH:11])=[O:10] |f:1.2,7.8|. Reported procedure: 3,6-Dichloropyridine-2-carboxylic acid (1.0 g, 5.23 mmol.), sodium hydroxide (1.64 g, 15.7 mmol.), and anhydrous THF (10 mL) were combined before slowly adding the N,N-dimethylaminoethanethiol (1.9 g, 18.3 mmol). After stirring for several hours under nitrogen, two aliquots of DMF (10 mL each) were added. Several hours later, additional DMF (10 mL) and dimethylaminoethanethiol (1.9 g, 18.3 mmol) were added. The reaction was stirred overnight at room temperature. The solution was diluted with wat... Starting materials: Example 1 ( 4 ), C1(CCCCC1)C=1OC(=CC1C(CC(C)C)OC1=CC=C(C(=O)O)C=C1)C1=CC=C(C=C1)C(F)(F)F (4-(1-{2-cyclohexyl-5-[4-(trifluoromethyl)phenyl]-3-furyl}-3-methylbutoxy)benzoic acid), CNCCC(=O)OCC (ethyl 3-(methylamino)propanoate). Yields the product C1(CCCCC1)C=1OC(=CC1C(CC(C)C)OC1=CC=C(C(=O)N(CCC(=O)O)C)C=C1)C1=CC=C(C=C1)C(F)(F)F (3-{[4-(1-{2-cyclohexyl-5-[4-(trifluoromethyl)phenyl]-3-furyl}-3-methylbutoxy)benzoyl](methyl)amino}propanoic acid). The yield is 91.7%. Reaction SMILES: [CH:1]1([C:7]2[O:8][C:9]([C:27]3[CH:32]=[CH:31][C:30]([C:33]([F:36])([F:35])[F:34])=[CH:29][CH:28]=3)=[CH:10][C:11]=2[CH:12]([O:17][C:18]2[CH:26]=[CH:25][C:21]([C:22](O)=[O:23])=[CH:20][CH:19]=2)[CH2:13][CH:14]([CH3:16])[CH3:15])[CH2:6][CH2:5][CH2:4][CH2:3][CH2:2]1.[CH3:37][NH:38][CH2:39][CH2:40][C:41]([O:43]CC)=[O:42]>>[CH:1]1([C:7]2[O:8][C:9]([C:27]3[CH:32]=[CH:31][C:30]([C:33]([F:36])([F:34])[F:35])=[CH:29][CH:28]=3)=[CH:10][C:11]=2[CH:12]([O:17][C:18]2[CH:19]=[CH:20][C:21]([C:22]([N:38]([CH3:37])[CH2:39][CH2:40][C:41]([OH:43])=[O:42])=[O:23])=[CH:25][CH:26]=2)[CH2:13][CH:14]([CH3:15])[CH3:16])[CH2:6][CH2:5][CH2:4][CH2:3][CH2:2]1. Procedure details: An operation similar to that in Example 1 (4) was performed using 4-(1-{2-cyclohexyl-5-[4-(trifluoromethyl)phenyl]-3-furyl}-3-methylbutoxy)benzoic acid (150 mg) as well as ethyl 3-(methylamino)propanoate (47 mg) to give the title compound (161 mg, 91%) as an amorphous compound.